The task is: describe an organic reaction: reactants, conditions, products, and yield. This data is from the Open Reaction Database (ORD), a public repository of structured organic reaction records. The reactants are OC1=C(C(=NN1C(CC1=CC=CC=C1)(C)C)C(C)C)C(C)=O (1-(5-hydroxy-3-isopropyl-1-(2-methyl-1-phenylpropan-2-yl)-1H-pyrazol-4-yl)ethanone), Cl.CON (methoxyamine hydrochloride), C(C)(=O)[O-].[Na+] (sodium acetate), O (water). Solvent: C(C)O (ethanol). Reaction conditions: time 16 hour. The product is CON=C(C)C=1C(=NN(C1O)C(CC1=CC=CC=C1)(C)C)C(C)C (1-(5-Hydroxy-3-isopropyl-1-(2-methyl-1-phenylpropan-2-yl)-1H-pyrazol-4-yl)ethanone O-methyl oxime). Isolated yield 42.5%. RXN SMILES: [OH:1][C:2]1[N:6]([C:7]([CH3:16])([CH3:15])[CH2:8][C:9]2[CH:14]=[CH:13][CH:12]=[CH:11][CH:10]=2)[N:5]=[C:4]([CH:17]([CH3:19])[CH3:18])[C:3]=1[C:20](=O)[CH3:21].Cl.[CH3:24][O:25][NH2:26].C([O-])(=O)C.[Na+].O>C(O)C>[CH3:24][O:25][N:26]=[C:20]([C:3]1[C:4]([CH:17]([CH3:19])[CH3:18])=[N:5][N:6]([C:7]([CH3:16])([CH3:15])[CH2:8][C:9]2[CH:10]=[CH:11][CH:12]=[CH:13][CH:14]=2)[C:2]=1[OH:1])[CH3:21] |f:1.2,3.4|. Reported procedure: 150 mg (0.50 mmol) of 1-(5-hydroxy-3-isopropyl-1-(2-methyl-1-phenylpropan-2-yl)-1H-pyrazol-4-yl)ethanone, 209 mg (2.50 mmol) of methoxyamine hydrochloride and 286 mg (3.49 mmol) of sodium acetate were mixed with 1.3 ml of distilled water and 1.3 ml of ethanol and stirred at room temperature for 16 hours. After completion of the reaction, the reaction solution was extracted with ethyl acetate. The organic layer was dried over anhydrous magnesium sulfate and filtered, and the filtrate was concentr... The product is Nc1ccc(C2=NNC(=O)CC2)cc1N. The reactants are CCO, Nc1ccc(C2=NNC(=O)CC2)cc1[N+](=O)[O-], O=[Pt]=O. RXN SMILES: [CH3:18][CH2:19][OH:20].[NH2:1][c:2]1[c:3]([N+:15]([O-:16])=[O:17])[cH:4][c:5]([C:8]2=[N:13][NH:12][C:11](=[O:14])[CH2:10][CH2:9]2)[cH:6][cH:7]1.[Pt:21](=[O:22])=[O:23]>>[NH2:1][c:2]1[c:3]([NH2:15])[cH:4][c:5]([C:8]2=[N:13][NH:12][C:11](=[O:14])[CH2:10][CH2:9]2)[cH:6][cH:7]1. Starting materials: [OH-].[Na+] (sodium hydroxide), ClC1=CC(=C(C=C1)C=1C=C(NN1)C(=O)OC)OC (methyl 5-(4-chloro-2-methoxyphenyl)-2H-pyrazole-3-carboxylate), Cl (hydrochloric acid), 2-N. Run in C(C)O (Ethanol). Reaction conditions: time 1 hour. Yields the product ClC1=CC(=C(C=C1)C=1C=C(NN1)C(=O)O)OC (5-(4-Chloro-2-methoxyphenyl)-2H-pyrazole-3-carboxylic acid). The yield is 95.0%. As a reaction SMILES: [OH-].[Na+].[Cl:3][C:4]1[CH:9]=[CH:8][C:7]([C:10]2[CH:11]=[C:12]([C:15]([O:17]C)=[O:16])[NH:13][N:14]=2)=[C:6]([O:19][CH3:20])[CH:5]=1.Cl>C(O)C>[Cl:3][C:4]1[CH:9]=[CH:8][C:7]([C:10]2[CH:11]=[C:12]([C:15]([OH:17])=[O:16])[NH:13][N:14]=2)=[C:6]([O:19][CH3:20])[CH:5]=1 |f:0.1|. Procedure: Ethanol (1 ml) and a 20% sodium hydroxide aqueous solution were mixed with methyl 5-(4-chloro-2-methoxyphenyl)-2H-pyrazole-3-carboxylate (100 mg) obtained in the Step 18-1-2, and the mixture was heated under reflux. After one hour, the mixture was allowed to cool to a room temperature and acidified with 2-N hydrochloric acid. The precipitated crystal was separated by filtration to give the title compound (90 mg, 95%). Starting materials: Cc1cccc(C)c1N(CC(C)O)C(=O)c1ccccc1, O=S(Cl)Cl, c1ccccc1. The product is Cc1cccc(C)c1N(CC(C)Cl)C(=O)c1ccccc1. RXN SMILES: [CH3:5][c:6]1[c:7]([N:13]([C:14]([c:15]2[cH:16][cH:17][cH:18][cH:19][cH:20]2)=[O:21])[CH2:22][CH:23]([CH3:24])[OH:25])[c:8]([CH3:12])[cH:9][cH:10][cH:11]1.[S:1]([Cl:2])([Cl:3])=[O:4].[cH:26]1[cH:27][cH:28][cH:29][cH:30][cH:31]1>>[Cl:3][CH:23]([CH2:22][N:13]([c:7]1[c:6]([CH3:5])[cH:11][cH:10][cH:9][c:8]1[CH3:12])[C:14]([c:15]1[cH:16][cH:17][cH:18][cH:19][cH:20]1)=[O:21])[CH3:24]. Product: c1c[nH]c(CN2CCOCC2)c1. Reactants: C=O, C1COCCN1, CC(=O)O, [Na+], [OH-], c1cc[nH]c1. As a reaction SMILES: [CH2:12]=[O:13].[CH2:1]1[CH2:2][O:3][CH2:4][CH2:5][NH:6]1.[CH3:16][C:17](=[O:18])[OH:19].[Na+:15].[OH-:14].[nH:7]1[cH:8][cH:9][cH:10][cH:11]1>>[CH2:1]1[CH2:2][O:3][CH2:4][CH2:5][N:6]1[CH2:12][c:8]1[nH:7][cH:11][cH:10][cH:9]1. Reactants: O=[O+][O-] (ozone), CC(CC(=O)OC)C[N+](=O)[O-] (methyl 3-methyl-4-nitrobutanoate), C[O-].[Na+] (sodium methoxide). Run in CO (methanol), CO (methanol). Conditions: temperature -78 celsius, time 1 hour. Product: crude product, CC(CC(=O)OC)C=O (methyl 3-methyl-4-oxo-butanoate). RXN SMILES: [CH3:1][CH:2]([CH2:8][N+]([O-])=O)[CH2:3][C:4]([O:6][CH3:7])=[O:5].C[O-].[Na+].[O:15]=[O+][O-]>CO>[CH3:1][CH:2]([CH:8]=[O:15])[CH2:3][C:4]([O:6][CH3:7])=[O:5] |f:1.2|. Reported procedure: A solution of methyl 3-methyl-4-nitrobutanoate (96 g, 0.596 m) in methanol (30 ml) is added dropwise to a solution of sodium methoxide (34.5 g, 0.638 m) in methanol (1 l) at room temperature under nitrogen. The resulting mixture is stirred for 1 hr., cooled to -78° C. and treated with one equivalent of ozone. The reaction mixture is then allowed to warm to room temperature and most of the solvent is removed in vacuo. The residue is filtered and the filtrate is treated with ether (500 ml). The or...